Dataset: the Open Reaction Database (ORD), a public repository of structured organic reaction records. Task: describe an organic reaction: reactants, conditions, products, and yield The reactants are solid, S(=O)(=O)([O-])OOS(=O)(=O)[O-].[Na+].[Na+] (sodium persulfate), [OH-].[Na+] (sodium hydroxide), COCC(C)[N+](=O)[O-] (2-nitropropyl methyl ether), N(=O)[O-].[Na+] (sodium nitrite). The reagents and catalysts are [Fe-3](C#N)(C#N)(C#N)(C#N)(C#N)C#N.[K+].[K+].[K+] (potassium ferricyanide). The solvent is O (water), C(Cl)Cl (methylene chloride), O (water), O (water). Conditions: time 10 minute. Product: COCC(C)([N+](=O)[O-])[N+](=O)[O-] (2,2-dinitropropyl methyl ether). The yield is 88.1%. RXN SMILES: [OH-].[Na+].[CH3:3][O:4][CH2:5][CH:6]([N+:8]([O-:10])=[O:9])[CH3:7].[N:11]([O-:13])=[O:12].[Na+].S(OOS([O-])(=O)=O)([O-])(=O)=O.[Na+].[Na+]>O.[Fe-3](C#N)(C#N)(C#N)(C#N)(C#N)C#N.[K+].[K+].[K+].C(Cl)Cl>[CH3:3][O:4][CH2:5][C:6]([N+:11]([O-:13])=[O:12])([N+:8]([O-:10])=[O:9])[CH3:7] |f:0.1,3.4,5.6.7,9.10.11.12|. Procedure details: A solution of 1.0 g (25 mmoles) of sodium hydroxide in 10 mL of water was treated with 2.0 g (16.8 mmoles) of 2-nitropropyl methyl ether. After 10 minutes, 10 mL of methylene chloride was added, followed by a solution of 5.0 g (72 mmoles) of sodium nitrite in 10 mL of water. Next, a solution of 1.0 g (3 mmoles) of potassium ferricyanide in 5 mL of water was added, followed by 4.4 g (18 mmoles) of solid sodium persulfate. A cold water bath was used to moderate exothermic reaction. After 30 minute... Reactants: ClC1=CC=C2C(C(=CN(C2=C1)C1=CC=C(C=C1)F)C(=O)O)=O (1,4-dihydro-7-chloro1-(4-fluorophenyl)-4-oxo-3-quinolinecarboxylic acid), FC1=CC=C(C=C1)N1C=C(C(C2=CC=C(C=C12)C1=CC=NC=C1)=O)C(=O)N (1-(4-Fluorophenyl)-1,4-dihydro-4-oxo-7-(4-pyridinyl)3 -quinolinecarboxamide). Product: ClC1=CC=C2C(C(=CN(C2=C1)C1=CC=C(C=C1)F)C(=O)N)=O (1,4-Dihydro-7-chloro-1-(4-fluorophenyl)-4-oxo-3-quinolinecarboxamide). Reaction SMILES: [Cl:1][C:2]1[CH:11]=[C:10]2[C:5]([C:6](=[O:22])[C:7]([C:19](O)=[O:20])=[CH:8][N:9]2[C:12]2[CH:17]=[CH:16][C:15]([F:18])=[CH:14][CH:13]=2)=[CH:4][CH:3]=1.FC1C=CC([N:30]2C3C(=CC=C(C4C=CN=CC=4)C=3)C(=O)C(C(N)=O)=C2)=CC=1>>[Cl:1][C:2]1[CH:11]=[C:10]2[C:5]([C:6](=[O:22])[C:7]([C:19]([NH2:30])=[O:20])=[CH:8][N:9]2[C:12]2[CH:17]=[CH:16][C:15]([F:18])=[CH:14][CH:13]=2)=[CH:4][CH:3]=1. Procedure: 1,4-Dihydro-7-chloro-1-(4-fluorophenyl)-4-oxo-3-quinolinecarboxamide [IV; R=H, R1 =4-FC6H4, R2 =H, R6 =H, X=Cl]was prepared from 2.65 g 1,4-dihydro-7-chloro1-(4-fluorophenyl)-4-oxo-3-quinolinecarboxylic acid by the procedure of Example 1, part (h), and was obtained (1.26 g) in the form of a colorless solid, m.p. 253-255° C when recrystallized from acetonitrile. Starting materials: OC1=NC(=NC(=C1)C)C(Cl)(Cl)Cl (4-hydroxy-6-methyl-2-trichloromethylpyrimidine), C([O-])([O-])=O.[K+].[K+] (potassium carbonate), N1(CCCC1)C(=O)Cl (pyrrolidinecarbonyl chloride). The solvent is CC(=O)C (acetone). Product: CC1=CC(=NC(=N1)C(Cl)(Cl)Cl)C(=O)ON1CCCC1 (6-Methyl-4-(1-Pyrrolidinylcarboxy)-2-Trichloromethylpyrimidine). Isolated yield 125.8%. RXN SMILES: O[C:2]1[CH:7]=[C:6]([CH3:8])[N:5]=[C:4]([C:9]([Cl:12])([Cl:11])[Cl:10])[N:3]=1.[C:13](=[O:16])([O-])[O-:14].[K+].[K+].[N:19]1(C(Cl)=O)[CH2:23][CH2:22][CH2:21][CH2:20]1>CC(C)=O>[CH3:8][C:6]1[N:5]=[C:4]([C:9]([Cl:12])([Cl:11])[Cl:10])[N:3]=[C:2]([C:13]([O:14][N:19]2[CH2:23][CH2:22][CH2:21][CH2:20]2)=[O:16])[CH:7]=1 |f:1.2.3|. Procedure: A mixture of 5.8 g (0.027 mole) 4-hydroxy-6-methyl-2-trichloromethylpyrimidine, 3.3 g (0.024 mole) potassium carbonate, 3.2 g (0.024 mole) pyrrolidinecarbonyl chloride, and 100 ml acetone was refluxed 5.3 hours. A precipitate was filtered out and the filtrate rotary evaporated to give 9.8 g residue. This was taken up in chloroform, the solution washed with 1% sodium hydroxide, water, and dried over anhydrous magnesium sulfate. Rotary evaporation yielded 4.4 g residue which was recrystallized fro... The reactants are NC1=C(C=CC(=C1)Cl)C(=O)C1=C(C=CC=C1)F ((2-amino-4-chloro-phenyl)-(2-fluoro-phenyl)-methanone), C(C)OC(CC(C(C)C)=O)=O (4-methyl-3-oxo-pentanoic acid ethyl ester). The product is C(C)OC(=O)C=1C(=NC2=CC(=CC=C2C1C1=C(C=CC=C1)F)Cl)C(C)C (7-Chloro-4-(2-fluoro-phenyl)-2-isopropyl-quinoline-3-carboxylic acid ethyl ester). RXN SMILES: [NH2:1][C:2]1[CH:7]=[C:6]([Cl:8])[CH:5]=[CH:4][C:3]=1[C:9]([C:11]1[CH:16]=[CH:15][CH:14]=[CH:13][C:12]=1[F:17])=O.[CH2:18]([O:20][C:21](=[O:28])[CH2:22][C:23](=O)[CH:24]([CH3:26])[CH3:25])[CH3:19]>>[CH2:18]([O:20][C:21]([C:22]1[C:23]([CH:24]([CH3:26])[CH3:25])=[N:1][C:2]2[C:3]([C:9]=1[C:11]1[CH:16]=[CH:15][CH:14]=[CH:13][C:12]=1[F:17])=[CH:4][CH:5]=[C:6]([Cl:8])[CH:7]=2)=[O:28])[CH3:19]. Reported procedure: The title compound was prepared in analogy to example 6 step A from a mixture of (2-amino-4-chloro-phenyl)-(2-fluoro-phenyl)-methanone and 4-methyl-3-oxo-pentanoic acid ethyl ester. White solid. MS (ESI): 372.1 (M+H)+.